From a dataset of the Open Reaction Database (ORD), a public repository of structured organic reaction records. describe an organic reaction: reactants, conditions, products, and yield The reactants are CN(C)C=O, Cl, [H-], CCOC(=O)C(=NOC)c1nc(N)cc(Cl)n1, [Na+], O, Sc1ccccc1. Yields the product CCOC(=O)C(=NOC)c1nc(N)cc(Sc2ccccc2)n1. As a reaction SMILES: [CH3:28][N:29]([CH3:30])[CH:31]=[O:32].[ClH:27].[H-:8].[NH2:10][c:11]1[n:12][c:13]([C:18]([C:19](=[O:20])[O:21][CH2:22][CH3:23])=[N:24][O:25][CH3:26])[n:14][c:15]([Cl:17])[cH:16]1.[Na+:9].[OH2:33].[SH:1][c:2]1[cH:3][cH:4][cH:5][cH:6][cH:7]1>>[S:1]([c:2]1[cH:3][cH:4][cH:5][cH:6][cH:7]1)[c:15]1[n:14][c:13]([C:18]([C:19](=[O:20])[O:21][CH2:22][CH3:23])=[N:24][O:25][CH3:26])[n:12][c:11]([NH2:10])[cH:16]1. Reactants: [OH-].[K+] (potassium hydroxide), BrC=1C=C2C=CNC2=CC1 (5-bromoindole), N1CCC(CC1)=O (4piperidone), Cl.O (HCl.H2O). Run in CO (methanol), O (water). The product is BrC=1C=C2C(=CNC2=CC1)C=1CCNCC1 (5-bromo-3-[1,2,3,6-tetrahydro-4-pyridinyl]-1H-indole). Isolated yield 86.5%. RXN SMILES: [OH-].[K+].[Br:3][C:4]1[CH:5]=[C:6]2[C:10](=[CH:11][CH:12]=1)[NH:9][CH:8]=[CH:7]2.[NH:13]1[CH2:18][CH2:17][C:16](=O)[CH2:15][CH2:14]1.Cl.O>CO.O>[Br:3][C:4]1[CH:5]=[C:6]2[C:10](=[CH:11][CH:12]=1)[NH:9][CH:8]=[C:7]2[C:16]1[CH2:17][CH2:18][NH:13][CH2:14][CH:15]=1 |f:0.1,4.5|. Reported procedure: To a solution of 4.29 gm (77 mmol) potassium hydroxide in 50 ml methanol were added 5.0 gm (26 mmol) 5-bromoindole and 7.84 gm (51 mmol) 4piperidone .HCl.H2O and the reaction mixture was stirred for 18 hours at reflux under a nitrogen atmosphere. The reaction mixture was cooled to ambient temperature, diluted with 500 ml water and the mixture extracted well with dichloromethane. The combined organic extracts were washed with water followed by saturated aqueous sodium chloride and dried over sodi... Starting materials: COC=1C(=C2C(=CC(NC2=CC1)=O)C)Cl (6-methoxy-5-chloro-4-methyl-2-quinolone), [N+](=O)(O)[O-] (nitric acid), O (water). Run in S(O)(O)(=O)=O (sulfuric acid), S(O)(O)(=O)=O (sulfuric acid). Reaction conditions: temperature 0 celsius, time 90 minute. Yields the product [N+](=O)([O-])C=1C=C(C(=C2C(=CC(NC12)=O)C)Cl)OC (8-Nitro-6-methoxy-5-chloro-4-methyl-2-quinolone). As a reaction SMILES: [CH3:1][O:2][C:3]1[C:4]([Cl:15])=[C:5]2[C:10](=[CH:11][CH:12]=1)[NH:9][C:8](=[O:13])[CH:7]=[C:6]2[CH3:14].[N+:16]([O-])([OH:18])=[O:17].O>S(=O)(=O)(O)O>[N+:16]([C:11]1[CH:12]=[C:3]([O:2][CH3:1])[C:4]([Cl:15])=[C:5]2[C:10]=1[NH:9][C:8](=[O:13])[CH:7]=[C:6]2[CH3:14])([O-:18])=[O:17]. Procedure details: In a 200 ml, three-necked round bottom flask equipped with a mechanical stirrer, thermowatch, and addition funnel was placed 96% sulfuric acid (50 ml) and 6-methoxy-5-chloro-4-methyl-2-quinolone (10) (12.0 g, 53.66 mmoles). This was cooled to 0° C., then a solution of 70% nitric acid(6.04 g, 67.1 mmoles) in 96% sulfuric acid (10 ml) was added dropwise over 35 minutes. The mixture was stirred for 90 minutes at 0° C., then poured into 350 ml of water. The crude orange-brown solid was collected by ... Reactants: ClC1=C2N=CN(C2=NC(=N1)NC=O)OCCOCP(=O)(OCC)OCC (6-chloro-9-[2-(diethoxyphosphorylmethoxy)ethoxy]-2-formamidopurine), N (ammonia). Run in C(C)O (ethanol). The product is NC1=NC(=C2N=CN(C2=N1)OCCOCP(=O)(OCC)OCC)N (2,6-Diamino-9-[2-(diethoxyphosphorylmethoxy)ethoxy]purine). Isolated yield 35.0%. As a reaction SMILES: Cl[C:2]1[N:10]=[C:9]([NH:11]C=O)[N:8]=[C:7]2[C:3]=1[N:4]=[CH:5][N:6]2[O:14][CH2:15][CH2:16][O:17][CH2:18][P:19]([O:24][CH2:25][CH3:26])([O:21][CH2:22][CH3:23])=[O:20].[NH3:27]>C(O)C>[NH2:11][C:9]1[N:8]=[C:7]2[C:3]([N:4]=[CH:5][N:6]2[O:14][CH2:15][CH2:16][O:17][CH2:18][P:19]([O:24][CH2:25][CH3:26])([O:21][CH2:22][CH3:23])=[O:20])=[C:2]([NH2:27])[N:10]=1. Procedure details: A solution of 6-chloro-9-[2-(diethoxyphosphorylmethoxy)ethoxy]-2-formamidopurine (0.80 g, 1.96 mmol) in ethanol (10 ml) saturated with ammonia gas was heated in a sealed steel vessel at 110° C. for 51/2 hours. The reaction mixture was cooled to ambient temperature, evaporated to dryness and the residue chromatographed on silica gel (eluted with dichloromethane:methanol 90:10) to give the title compound (0.25 g, 35%), m.p. 139°-141° (acetonitrile). UV: νmax (EtOH) 256 (ε8,200), 280 (ε10,200)nm: Starting materials: O=CC1=CC(OC)=C(O)C=C1 (Vanillin), C([O-])([O-])=O.[K+].[K+] (potassium carbonate), O (water), ice water, S(=O)(=O)(OCC)OCC (Diethyl sulfate), product. The solvent is C(C)#N (acetonitrile). Reaction conditions: time 10 minute. Product: C(C)OC1=C(C=C(C=O)C=C1)OC (4-Ethoxy-3-Methoxybenzaldehyde). Reaction SMILES: [O:1]=[CH:2][C:3]1[CH:11]=[CH:10][C:8]([OH:9])=[C:5]([O:6][CH3:7])[CH:4]=1.C(=O)([O-])[O-].[K+].[K+].S(OCC)(O[CH2:22][CH3:23])(=O)=O.O>C(#N)C>[CH2:22]([O:9][C:8]1[CH:10]=[CH:11][C:3]([CH:2]=[O:1])=[CH:4][C:5]=1[O:6][CH3:7])[CH3:23] |f:1.2.3|. Procedure: Vanillin (10 g., 66 mmol) in acetonitrile (100 ml) was treated with finely-powdered, anhydrous potassium carbonate (12 g., 87 mmol) with vigorous stirring to yield a mobile suspension. Diethyl sulfate (11 ml, 84 mmol) was added at room temperature. The suspension was brought to reflux, becoming quite thick after 10 minutes, but thinning again after 20 minutes. Refluxing was continued for 48 hours, at which point water (5 ml) was added. After an additional 2 hours of reflux, the mixture was coole...